This data is from the Open Reaction Database (ORD), a public repository of structured organic reaction records. The task is: describe an organic reaction: reactants, conditions, products, and yield Starting materials: C(C1=CC=CC=C1)O[C@H]1C(O)O[C@@H]([C@H]([C@@H]1OCC1=CC=CC=C1)OCC1=CC=CC=C1)COCC1=CC=CC=C1 (2,3,4,6-tetra-O-benzyl-glucopyranose), C(C)(C)(C)OC(CBr)=O (bromoacetic acid-tert-butyl ester). Reagents/catalysts: [Cl-].C(CCC)[N+](CCCC)(CCCC)CCCC (tetrabutylammonium chloride). Run in C1(=CC=CC=C1)C (toluene), [OH-].[Na+] (sodium hydroxide), C1(=CC=CC=C1)C (toluene). Run at temperature 0 celsius. Yields the product C(C1=CC=CC=C1)O[C@H]1C(OCC(=O)O)O[C@@H]([C@H]([C@@H]1OCC1=CC=CC=C1)OCC1=CC=CC=C1)COCC1=CC=CC=C1 (2,3,4,6-Tetra-O-benzyl-1-O-carboxymethyl-glucopyranose). As a reaction SMILES: [CH2:1]([O:8][C@@H:9]1[C@@H:15]([O:16][CH2:17][C:18]2[CH:23]=[CH:22][CH:21]=[CH:20][CH:19]=2)[C@H:14]([O:24][CH2:25][C:26]2[CH:31]=[CH:30][CH:29]=[CH:28][CH:27]=2)[C@@H:13]([CH2:32][O:33][CH2:34][C:35]2[CH:40]=[CH:39][CH:38]=[CH:37][CH:36]=2)[O:12][CH:10]1[OH:11])[C:2]1[CH:7]=[CH:6][CH:5]=[CH:4][CH:3]=1.C([O:45][C:46](=[O:49])[CH2:47]Br)(C)(C)C>[Cl-].C([N+](CCCC)(CCCC)CCCC)CCC.C1(C)C=CC=CC=1.[OH-].[Na+]>[CH2:1]([O:8][C@@H:9]1[C@@H:15]([O:16][CH2:17][C:18]2[CH:23]=[CH:22][CH:21]=[CH:20][CH:19]=2)[C@H:14]([O:24][CH2:25][C:26]2[CH:27]=[CH:28][CH:29]=[CH:30][CH:31]=2)[C@@H:13]([CH2:32][O:33][CH2:34][C:35]2[CH:36]=[CH:37][CH:38]=[CH:39][CH:40]=2)[O:12][CH:10]1[O:11][CH2:47][C:46]([OH:49])=[O:45])[C:2]1[CH:3]=[CH:4][CH:5]=[CH:6][CH:7]=1 |f:2.3,5.6|. Procedure details: A mixture that consists of 54.1 g (100 mmol) of 2,3,4,6-tetra-O-benzyl-glucopyranose, 1.39 g (5 mmol) of tetrabutylammonium chloride in 350 ml of toluene and 200 ml of 50% aqueous sodium hydroxide solution is cooled to 0° C. At 0° C., 29.3 g (150 mmol) of bromoacetic acid-tert-butyl ester is added in drops over 20 minutes while being stirred vigorously. It is stirred for 0.5 hour at 0° C. 250 toluene is added, the organic phase is separated, and the aqueous phase is extracted twice with 150 ml o... Starting materials: CC(C)=O, Cl, Fc1ncccc1C1CCC2(CC1)OCCO2. Yields the product O=C1CCC(c2cccnc2F)CC1. Reaction SMILES: [CH3:19][C:20](=[O:21])[CH3:22].[ClH:18].[F:1][c:2]1[n:3][cH:4][cH:5][cH:6][c:7]1[CH:8]1[CH2:9][CH2:10][C:11]2([O:12][CH2:15][CH2:14][O:13]2)[CH2:16][CH2:17]1>>[F:1][c:2]1[n:3][cH:4][cH:5][cH:6][c:7]1[CH:8]1[CH2:9][CH2:10][C:11](=[O:12])[CH2:16][CH2:17]1. Reactants: NCC(C)(C)N (1,2-diamino-2-methylpropane), ClC1=NC=C(C#N)C=C1 (6-chloronicotinonitrile). Conditions: temperature 120 celsius. Product: NC(CNC1=NC=C(C#N)C=C1)(C)C (6-(2-Amino-2-methyl-propylamino)-nicotinonitrile). RXN SMILES: [NH2:1][CH2:2][C:3]([NH2:6])([CH3:5])[CH3:4].Cl[C:8]1[CH:15]=[CH:14][C:11]([C:12]#[N:13])=[CH:10][N:9]=1>>[NH2:6][C:3]([CH3:5])([CH3:4])[CH2:2][NH:1][C:8]1[CH:15]=[CH:14][C:11]([C:12]#[N:13])=[CH:10][N:9]=1. Procedure details: A mixture of 1,2-diamino-2-methylpropane (3.14 ml, 30 mmol), and 6-chloronicotinonitrile (2.77 g, 20 mmol) were heated to 120° C. for 2 days. The reaction mixture was filtered, and the inorganic salt was rinsed with EtOAc. The filterate was concentrated under reduced pressure to provide the titled compound as a pale yellow solid. MS (DCI) m/z 191 (M+H)+. Starting materials: CS(=O)(=O)C1=CC=C(C=N1)OC=1C=C2C=C(NC2=CC1)C=1SC(CN1)CC(=O)O ([2-(5-{[6-(methylsulfonyl)pyridin-3-yl]oxy}-1H-indol-2-yl)-4,5-dihydro-1,3-thiazol-5-yl]acetic acid), O.ON1N=NC2=C1C=CC=C2 (1-hydroxybenzotriazole monohydrate), Cl.C(C)N=C=NCCCN(C)C (1-ethyl-3-(3-dimethylaminopropyl)carbodiimide hydrochloride), Cl.CN (methylamine hydrochloride). Solvent: CO (methanol), CN(C=O)C (N,N-dimethylformamide), C(C)N(CC)CC (triethylamine), C(C)(=O)OCC (ethyl acetate), O (Water), CCCCCC (hexane). Reaction conditions: time 15 hour. Product: CNC(CC1CN=C(S1)C=1NC2=CC=C(C=C2C1)OC=1C=NC(=CC1)S(=O)(=O)C)=O (N-Methyl-2-[2-(5-{[6-(methylsulfonyl)pyridin-3-yl]oxy}-1H-indol-2-yl)-4,5-dihydro-1,3-thiazol-5-yl]acetamide). The yield is 41.4%. Reaction SMILES: [CH3:1][S:2]([C:5]1[N:10]=[CH:9][C:8]([O:11][C:12]2[CH:13]=[C:14]3[C:18](=[CH:19][CH:20]=2)[NH:17][C:16]([C:21]2[S:22][CH:23]([CH2:26][C:27]([OH:29])=O)[CH2:24][N:25]=2)=[CH:15]3)=[CH:7][CH:6]=1)(=[O:4])=[O:3].O.O[N:32]1[C:36]2C=CC=CC=2N=N1.Cl.C(N=C=NCCCN(C)C)C.Cl.CN>CN(C)C=O.CCCCCC.C(OCC)(=O)C.CO.O.C(N(CC)CC)C>[CH3:36][NH:32][C:27](=[O:29])[CH2:26][CH:23]1[S:22][C:21]([C:16]2[NH:17][C:18]3[C:14]([CH:15]=2)=[CH:13][C:12]([O:11][C:8]2[CH:9]=[N:10][C:5]([S:2]([CH3:1])(=[O:3])=[O:4])=[CH:6][CH:7]=2)=[CH:20][CH:19]=3)=[N:25][CH2:24]1 |f:1.2,3.4,5.6|. Procedure details: To a solution of [2-(5-{[6-(methylsulfonyl)pyridin-3-yl]oxy}-1H-indol-2-yl)-4,5-dihydro-1,3-thiazol-5-yl]acetic acid (150 mg) in N,N-dimethylformamide (5 mL) were added 1-hydroxybenzotriazole monohydrate (80 mg), 1-ethyl-3-(3-dimethylaminopropyl)carbodiimide hydrochloride (100 mg), methylamine hydrochloride (47 mg), and triethylamine (100 μL), and the mixture was stirred at room temperature for 15 hr. Water was added to the reaction mixture, and the mixture was extracted with ethyl acetate. The ...